From a dataset of the Open Reaction Database (ORD), a public repository of structured organic reaction records. describe an organic reaction: reactants, conditions, products, and yield The reactants are C(C1=CC=CC=C1)OC=1C=CC(=C2C=CC(NC12)=O)[C@H](CNCCC1=CC=C(C=C1)OC=1C=C(C=CC1)C1=CC=CC=C1)O (8-Benzyloxy-5-[(R)-2-{2-[4-(biphenyl-3-yloxy)phenyl]ethyl-amino}-1-hydroxyethyl]-1H-quinolin-2-one), C(C)(=O)O (acetic acid). The reagents and catalysts are [OH-].[Pd+2].[OH-] (palladium hydroxide). Solvent: O1CCCC1 (tetrahydrofuran). The product is OC=1C=CC(=C2C=CC(NC12)=O)[C@H](CNCCC1=CC=C(C=C1)OC=1C=C(C=CC1)C1=CC=CC=C1)O (8-Hydroxy-5-[(R)-2-{2-[4-(biphenyl-3-yloxy)phenyl]ethyl-amino}-1-hydroxyethyl]-1H-quinolin-2-one). Yield: 18.0%. As a reaction SMILES: C([O:8][C:9]1[CH:10]=[CH:11][C:12]([C@@H:20]([OH:44])[CH2:21][NH:22][CH2:23][CH2:24][C:25]2[CH:30]=[CH:29][C:28]([O:31][C:32]3[CH:33]=[C:34]([C:38]4[CH:43]=[CH:42][CH:41]=[CH:40][CH:39]=4)[CH:35]=[CH:36][CH:37]=3)=[CH:27][CH:26]=2)=[C:13]2[C:18]=1[NH:17][C:16](=[O:19])[CH:15]=[CH:14]2)C1C=CC=CC=1.C(O)(=O)C>[OH-].[Pd+2].[OH-].O1CCCC1>[OH:8][C:9]1[CH:10]=[CH:11][C:12]([C@@H:20]([OH:44])[CH2:21][NH:22][CH2:23][CH2:24][C:25]2[CH:30]=[CH:29][C:28]([O:31][C:32]3[CH:33]=[C:34]([C:38]4[CH:39]=[CH:40][CH:41]=[CH:42][CH:43]=4)[CH:35]=[CH:36][CH:37]=3)=[CH:27][CH:26]=2)=[C:13]2[C:18]=1[NH:17][C:16](=[O:19])[CH:15]=[CH:14]2 |f:2.3.4|. Reported procedure: A slurry of the product of step (e) (105 mg) and palladium hydroxide (100 mg) in a solution of 1:1 acetic acid:tetrahydrofuran (10 mL) was stirred under an atmosphere of hydrogen for 24 h. The catalyst was filtered off, the filtrate evaporated and the residue purified by reverse phase HPLC to afford the title compound (16 mg) in the form of a white solid as a trifluoroacetate salt. m/z: [M+H+] calcd for C31H28N2O4, 493.2; found 493.5. 1H NMR (300 MHz, DMSO-d6): 10.40 (d, 1H, J=20 Hz), 8.60 (br s...